Dataset: the Open Reaction Database (ORD), a public repository of structured organic reaction records. Task: describe an organic reaction: reactants, conditions, products, and yield The reactants are resultant mixture, COC(C=CC1=CC(=CC=C1)S(NC1=CC=CC2=CC=CC=C12)(=O)=O)=O (3-[3-(Naphthalen-1-ylsulfamoyl)-phenyl]-acrylic acid methyl ester), CO (methanol). Conditions: time 30 minute. Yields the product C1(=CC=CC2=CC=CC=C12)NS(=O)(=O)C=1C=C(C=CC1)C=CC(=O)O (3-[3-(Naphthalen-1-ylsulfamoyl)-phenyl]-acrylic acid), solid. Yield: 79.0%. Reaction SMILES: C[O:2][C:3](=[O:26])[CH:4]=[CH:5][C:6]1[CH:11]=[CH:10][CH:9]=[C:8]([S:12](=[O:25])(=[O:24])[NH:13][C:14]2[C:23]3[C:18](=[CH:19][CH:20]=[CH:21][CH:22]=3)[CH:17]=[CH:16][CH:15]=2)[CH:7]=1.CO>>[C:14]1([NH:13][S:12]([C:8]2[CH:7]=[C:6]([CH:5]=[CH:4][C:3]([OH:26])=[O:2])[CH:11]=[CH:10][CH:9]=2)(=[O:25])=[O:24])[C:23]2[C:18](=[CH:19][CH:20]=[CH:21][CH:22]=2)[CH:17]=[CH:16][CH:15]=1. Reported procedure: To a suspension of 3-[3-(naphthalen-1-ylsulfamoyl)-phenyl]-acrylic acid methyl ester (14d) (0.29 g, 0.79 mmol) in methanol (3 ml) 1N NaOH solution (2.4 ml, 2.4 mmol) was added and the resultant mixture was stirred at ambient temperature overnight. The reaction mixture was partitioned between ethyl acetate and water. The aqueous layer was acidified with 2N HCl solution and stirred for 30 min. The precipitated solid was filtered, washed with water and dried in desiccator over P2O5. The title compo... Starting materials: C1CCOC1, OCCC(F)(F)F, CC(C)OC(=O)N=NC(=O)OC(C)C, O=C1CCc2ccc(O)cc21, c1ccc(P(c2ccccc2)c2ccccc2)cc1. The product is O=C1CCc2ccc(OCCC(F)(F)F)cc21. RXN SMILES: [CH2:52]1[O:53][CH2:54][CH2:55][CH2:56]1.[F:31][C:32]([CH2:33][CH2:34][OH:35])([F:36])[F:37].[O:38]=[C:39]([O:40][CH:41]([CH3:42])[CH3:43])[N:44]=[N:45][C:46]([O:47][CH:48]([CH3:49])[CH3:50])=[O:51].[OH:1][c:2]1[cH:3][cH:4][c:5]2[c:9]([cH:10]1)[C:8](=[O:11])[CH2:7][CH2:6]2.[c:12]1([P:13]([c:14]2[cH:15][cH:16][cH:17][cH:18][cH:19]2)[c:20]2[cH:21][cH:22][cH:23][cH:24][cH:25]2)[cH:26][cH:27][cH:28][cH:29][cH:30]1>>[O:1]([c:2]1[cH:3][cH:4][c:5]2[c:9]([cH:10]1)[C:8](=[O:11])[CH2:7][CH2:6]2)[CH2:34][CH2:33][C:32]([F:31])([F:36])[F:37]. Starting materials: C(C)(C)(C)C1=CC=C(C=C1)S(=O)(=O)N1CC2=C(NC3=C1C(=CC=C3)Cl)N=C(C=C2)C(F)(F)F (6-[(4-tert-butylphenyl)sulfonyl]-7-chloro-2-(trifluoromethyl)-6,11-dihydro-5H-pyrido[2,3-b][1,5]benzodiazepine), N1=CC(=CC=C1)B(O)O (3-pyridine boronic acid), COC=1C=CC=C(C1C=2C=CC=CC2P(C3CCCCC3)C4CCCCC4)OC (S-Phos), [O-]P(=O)([O-])[O-].[K+].[K+].[K+] (K3PO4). Reagents/catalysts: CC(=O)[O-].CC(=O)[O-].[Pd+2] (Pd(OAc)2). The solvent is C1(=CC=CC=C1)C.O (toluene H2O). Product: C(C)(C)(C)C1=CC=C(C=C1)S(=O)(=O)N1CC2=C(NC3=C1C(=CC=C3)C=3C=NC=CC3)N=C(C=C2)C(F)(F)F (6-[(4-tert-Butylphenyl)sulfonyl]-7-(3-pyridinyl)-2-(trifluoromethyl)-6,11-dihydro-5H-pyrido[2,3-b]-[1,5]benzodiazepine). Reaction SMILES: [C:1]([C:5]1[CH:10]=[CH:9][C:8]([S:11]([N:14]2[C:20]3[C:21](Cl)=[CH:22][CH:23]=[CH:24][C:19]=3[NH:18][C:17]3[N:26]=[C:27]([C:30]([F:33])([F:32])[F:31])[CH:28]=[CH:29][C:16]=3[CH2:15]2)(=[O:13])=[O:12])=[CH:7][CH:6]=1)([CH3:4])([CH3:3])[CH3:2].[N:34]1[CH:39]=[CH:38][CH:37]=[C:36](B(O)O)[CH:35]=1.COC1C=CC=C(OC)C=1C1C=CC=CC=1P(C1CCCCC1)C1CCCCC1.[O-]P([O-])([O-])=O.[K+].[K+].[K+]>CC([O-])=O.CC([O-])=O.[Pd+2].C1(C)C=CC=CC=1.O>[C:1]([C:5]1[CH:10]=[CH:9][C:8]([S:11]([N:14]2[C:20]3[C:21]([C:36]4[CH:35]=[N:34][CH:39]=[CH:38][CH:37]=4)=[CH:22][CH:23]=[CH:24][C:19]=3[NH:18][C:17]3[N:26]=[C:27]([C:30]([F:33])([F:32])[F:31])[CH:28]=[CH:29][C:16]=3[CH2:15]2)(=[O:13])=[O:12])=[CH:7][CH:6]=1)([CH3:4])([CH3:3])[CH3:2] |f:3.4.5.6,7.8.9,10.11|. Reported procedure: A mixture of intermediate 25 (30 mg, 0.06 mmol), 3-pyridine boronic acid (74 mg, 0.60 mmol), Pd(OAc)2 (13 mg, 0.06 mmol), S-Phos (49 mg, 0.12 mmol) and K3PO4 (100 mg) in 4 mL 99:1 v:v toluene/H2O was heated at 150° C. for 40 min in a microwave reactor. After cooling to rt, the reaction mixture was concentrated and the residue was purified by silica gel chromatography (10-100% EtOAC/hexanes) to afford the title compound as a racemic mixture. 1H NMR (500 MHz, (CD3)2CO): δ 8.62 (s, 1H), 8.58 (d, 1H... The reactants are BrC(C)CCCC(C)C (2-bromo-6-methyl-heptane), COC1=CC=C(C=C1)O (p-methoxy-phenol). The product is CC(CCCC(C)C)OC1=CC=C(C=C1)OC (p-[(1,5-dimethyl-hexyl)-oxy]-anisole). RXN SMILES: Br[CH:2]([CH2:4][CH2:5][CH2:6][CH:7]([CH3:9])[CH3:8])[CH3:3].[CH3:10][O:11][C:12]1[CH:17]=[CH:16][C:15]([OH:18])=[CH:14][CH:13]=1>>[CH3:3][CH:2]([O:18][C:15]1[CH:16]=[CH:17][C:12]([O:11][CH3:10])=[CH:13][CH:14]=1)[CH2:4][CH2:5][CH2:6][CH:7]([CH3:9])[CH3:8]. Procedure details: 2-bromo-6-methyl-heptane was reacted with p-methoxy-phenol to obtain p-[(1,5-dimethyl-hexyl)-oxy]-anisole (boiling point = 170°-172°C/1.0 mmHg); RXN SMILES: [C:22](=[O:23])([O-:24])[O-:25].[CH3:17][S:18]([Cl:19])(=[O:20])=[O:21].[Cl:28][CH2:29][Cl:30].[K+:26].[K+:27].[c:1]1([CH2:7][CH2:8][NH:9][CH2:10][c:11]2[cH:12][n:13][cH:14][cH:15][cH:16]2)[cH:2][cH:3][cH:4][cH:5][cH:6]1>>[c:1]1([CH2:7][CH2:8][N:9]([CH2:10][c:11]2[cH:12][n:13][cH:14][cH:15][cH:16]2)[S:18]([CH3:17])(=[O:20])=[O:21])[cH:2][cH:3][cH:4][cH:5][cH:6]1. Starting materials: O=C([O-])[O-], CS(=O)(=O)Cl, ClCCl, [K+], [K+], c1ccc(CCNCc2cccnc2)cc1. Yields the product CS(=O)(=O)N(CCc1ccccc1)Cc1cccnc1. Starting materials: Cc1ccc([N+](=O)[O-])cc1CCl, CN(C)C=O, ClCCl, OCC(F)(F)C(F)(F)F, [K+], [OH-]. Product: Cc1ccc([N+](=O)[O-])cc1COCC(F)(F)C(F)(F)F. RXN SMILES: [CH3:1][c:2]1[c:3]([CH2:4][Cl:5])[cH:6][c:7]([N+:10](=[O:11])[O-:12])[cH:8][cH:9]1.[CH3:27][N:28]([CH3:29])[CH:30]=[O:31].[Cl:24][CH2:25][Cl:26].[F:13][C:14]([CH2:15][OH:16])([C:17]([F:18])([F:19])[F:20])[F:21].[K+:23].[OH-:22]>>[CH3:1][c:2]1[c:3]([CH2:4][O:16][CH2:15][C:14]([F:13])([C:17]([F:18])([F:19])[F:20])[F:21])[cH:6][c:7]([N+:10](=[O:11])[O-:12])[cH:8][cH:9]1. Starting materials: C(CCC)C=1N(C(=CN1)C=O)CC1=CC=C(C(=O)O)C=C1 (4-[(2-n-butyl-5-formyl-1H-imidazol-1-yl)methyl]benzoic acid), S([O-])(O)=O (bisulfite), C(CCC)C=1N(C(=CN1)C=O)CC1=CC=C(C(=O)O)C=C1 (4-[(2-n-butyl-5-formyl-1H-imidazol-1-yl)methyl]benzoic acid), S1C(=CC=C1)CC(C(=O)OCC)C(=O)[O-] ((2-thienylmethyl)propanedioic acid, mono-ethyl ester). The product is C(CCC)C=1N(C(=CN1)\C=C(\C(=O)O)/CC=1SC=CC1)CC1=CC=C(C=C1)C(=O)O ((E)-α-[[2-butyl-1-[(4carboxyphenyl)methyl]-1H-imidazol-5-yl]methylene]-2-thiophene propanoic acid). RXN SMILES: [CH2:1]([C:5]1[N:6]([CH2:12][C:13]2[CH:21]=[CH:20][C:16]([C:17]([OH:19])=[O:18])=[CH:15][CH:14]=2)[C:7]([CH:10]=O)=[CH:8][N:9]=1)[CH2:2][CH2:3][CH3:4].S(=O)(O)[O-].[S:26]1[CH:30]=[CH:29][CH:28]=[C:27]1[CH2:31][CH:32](C([O-])=O)[C:33]([O:35]CC)=[O:34]>>[CH2:1]([C:5]1[N:6]([CH2:12][C:13]2[CH:21]=[CH:20][C:16]([C:17]([OH:19])=[O:18])=[CH:15][CH:14]=2)[C:7](/[CH:10]=[C:32](\[CH2:31][C:27]2[S:26][CH:30]=[CH:29][CH:28]=2)/[C:33]([OH:35])=[O:34])=[CH:8][N:9]=1)[CH2:2][CH2:3][CH3:4]. Procedure: Alternately, 4-[(2-n-butyl-5-formyl-1H-imidazol-1-yl)methyl]benzoic acid or the bisulfite addition compound of 4-[(2-n-butyl-5-formyl-1H-imidazol-1-yl)methyl]benzoic acid and (2-thienylmethyl)propanedioic acid, mono-ethyl ester are reacted to give (E)-α-[[2-butyl-1-[(4carboxyphenyl)methyl]-1H-imidazol-5-yl]methylene]-2-thiophene propanoic acid by heating the two substrates in toluene at reflux under reduced pressure and in the presence of piperidine as catalyst followed by hydrolysis of the inte... Starting materials: C1(CC=CCC1)C(=O)OCC1=CC=CC=C1 (Benzyl (±)-3-cyclohexene-1-carboxylate), aqueous solution, S(=S)(=O)([O-])[O-].[Na+].[Na+] (sodium thiosulfate), ClC1=CC(=CC=C1)C(=O)OO (m-chloroperbenzoic acid). Solvent: ClCCl (dichloromethane). Reaction conditions: time 2 hour. The product is O1[C@H]2C[C@@H](CC[C@H]21)C(=O)OCC2=CC=CC=C2 (Benzyl (1R*,3S*,4R*)-3,4-epoxycyclohexane-1-carboxylate), O1[C@@H]2C[C@@H](CC[C@@H]21)C(=O)OCC2=CC=CC=C2 (benzyl (1R*,3R*,4S*)-3,4-epoxycyclohexane-1-carboxylate). Reaction SMILES: [CH:1]1([C:7]([O:9][CH2:10][C:11]2[CH:16]=[CH:15][CH:14]=[CH:13][CH:12]=2)=[O:8])[CH2:6][CH2:5][CH:4]=[CH:3][CH2:2]1.ClC1C=CC=C(C(OO)=[O:25])C=1.S([O-])([O-])(=[O:30])=S.[Na+].[Na+]>ClCCl>[O:25]1[C@H:4]2[C@@H:3]1[CH2:2][C@H:1]([C:7]([O:9][CH2:10][C:11]1[CH:12]=[CH:13][CH:14]=[CH:15][CH:16]=1)=[O:8])[CH2:6][CH2:5]2.[O:30]1[C@@H:4]2[C@H:3]1[CH2:2][C@H:1]([C:7]([O:9][CH2:10][C:11]1[CH:12]=[CH:13][CH:14]=[CH:15][CH:16]=1)=[O:8])[CH2:6][CH2:5]2 |f:2.3.4|. Procedure: Benzyl (±)-3-cyclohexene-1-carboxylate (40 g) was dissolved in dichloromethane (500 ml), and m-chloroperbenzoic acid (86 g) was added under ice cooling to stir the mixture for 2 hours. After a 10% aqueous solution of sodium thiosulfate was added to conduct stirring for 20 minutes, an organic layer was separated, washed with a saturated aqueous solution of sodium hydrogencarbonate and saturated saline and then dried over anhydrous magnesium sulfate. The solvent was distilled off under reduced pre... Starting materials: ClC1=NC=CC(=C1)N1CCC(CC1)=O (1-(2-chloropyridin-4-yl)piperidin-4-one), C(C)(C)(C)C=1C=C(C=CC1)B(O)O (3-tert-butylphenylboronic acid), C(C)(C)(C)C=1C=C(C=CC1)C=1C=2N(C=CC1)N=C(N2)N (8-(3-tert-butylphenyl)-[1,2,4]triazolo[1,5-a]pyridin-2-amine), NC1=NC(=CC=C1)Br (2-amino-6-bromo-pyridine). Product: C(C)(C)(C)C=1C=C(C=CC1)C=1C=2N(C=CC1)N=C(N2)NC2CCN(CC2)C2=CC(=NC=C2)Cl (8-(3-tert-Butylphenyl)-N-(1-(2-chloropyridin-4-yl)piperidin-4-yl)-[1,2,4]triazolo[1,5-a]pyridin-2-amine). RXN SMILES: [Cl:1][C:2]1[CH:7]=[C:6]([N:8]2[CH2:13][CH2:12][C:11](=O)[CH2:10][CH2:9]2)[CH:5]=[CH:4][N:3]=1.[C:15]([C:19]1[CH:20]=[C:21]([C:25]2[C:26]3[N:27]([N:31]=[C:32]([NH2:34])[N:33]=3)[CH:28]=[CH:29][CH:30]=2)[CH:22]=[CH:23][CH:24]=1)([CH3:18])([CH3:17])[CH3:16].NC1C=CC=C(Br)N=1.C(C1C=C(B(O)O)C=CC=1)(C)(C)C>>[C:15]([C:19]1[CH:20]=[C:21]([C:25]2[C:26]3[N:27]([N:31]=[C:32]([NH:34][CH:11]4[CH2:12][CH2:13][N:8]([C:6]5[CH:5]=[CH:4][N:3]=[C:2]([Cl:1])[CH:7]=5)[CH2:9][CH2:10]4)[N:33]=3)[CH:28]=[CH:29][CH:30]=2)[CH:22]=[CH:23][CH:24]=1)([CH3:18])([CH3:16])[CH3:17]. Procedure details: Prepared in analogy to example 1 step h) starting from 1-(2-chloropyridin-4-yl)piperidin-4-one (see example 232b) and 8-(3-tert-butylphenyl)-[1,2,4]triazolo[1,5-a]pyridin-2-amine. The latter compound can be prepared in analogy to example 1 steps d-f) starting from 2-amino-6-bromo-pyridine and 3-tert-butylphenylboronic acid (EP2243785A1). The title compound was obtained as a colourless foam. MS ISP (m/e): 461.2 [(M+H)+]. The reactants are CCOC(=O)c1ccc(C=C(C)C)c(OC)c1, Cc1ccccc1, C1COCCO1, O. The product is CCOC(=O)c1ccc(C=C(C)C=O)c(OC)c1. As a reaction SMILES: [CH3:1][C:2](=[CH:3][c:4]1[c:5]([O:15][CH3:16])[cH:6][c:7]([C:8](=[O:9])[O:10][CH2:11][CH3:12])[cH:13][cH:14]1)[CH3:17].[CH3:25][c:26]1[cH:27][cH:28][cH:29][cH:30][cH:31]1.[O:19]1[CH2:20][CH2:21][O:22][CH2:23][CH2:24]1.[OH2:18]>>[CH3:1][C:2](=[CH:3][c:4]1[c:5]([O:15][CH3:16])[cH:6][c:7]([C:8](=[O:9])[O:10][CH2:11][CH3:12])[cH:13][cH:14]1)[CH:17]=[O:18].